This data is from the Open Reaction Database (ORD), a public repository of structured organic reaction records. The task is: describe an organic reaction: reactants, conditions, products, and yield The reactants are S(=O)(=O)(O)O.C1OC=2C=C(CCNN)C=CC2O1 (3,4-methylenedioxy-phenethylhydrazine sulphate), [Na] (sodium), C1OC=2C=C(CCNN=C(C(=O)[O-])C)C=CC2O1.[Na+] (sodium 2-(3,4-methylenedioxy-phenethylhydrazono)-propionate). Product: C1(=CC=CC=C1)CCCNN=C(C(=O)[O-])C.[Na+] (Sodium 2-(3-phenylpropylhydrazono)-propionate). As a reaction SMILES: S(O)(O)(=O)=O.C1O[C:17]2[CH:16]=[CH:15][C:10]([CH2:11][CH2:12]NN)=[CH:9][C:8]=2O1.[Na].C1OC2C=CC(C[CH2:26][NH:27][N:28]=[C:29]([CH3:33])[C:30]([O-:32])=[O:31])=CC=2O1.[Na+:38]>>[C:10]1([CH2:11][CH2:12][CH2:26][NH:27][N:28]=[C:29]([CH3:33])[C:30]([O-:32])=[O:31])[CH:9]=[CH:8][CH:17]=[CH:16][CH:15]=1.[Na+:38] |f:0.1,3.4,5.6,^1:18|. Reported procedure: 3,4-methylenedioxy-phenethylhydrazine sulphate (m.p. 138°-140° C. (decomp.)) and subsequent preparation of the sodium salt: sodium 2-(3,4-methylenedioxy-phenethylhydrazono)-propionate; m.p. 175°-177° C. (decomp.), after recrystallization from ethanol. Reactants: ClC1=CC(=NC2=NC=CC=C12)C1=C(C=CC=C1)F (4-chloro-2-(2-fluorophenyl)-[1,8]naphthyridine), NC1=CC=NC=C1 (4-aminopyridine), O1CCOCC1 (dioxane). The solvent is O (water). Run at temperature 80 celsius, time 1 hour. Yields the product FC1=C(C=CC=C1)C1=NC2=NC=CC=C2C(=C1)NC1=CC=NC=C1 ([2-(2-fluorophenyl)-[1,8]naphthyridin-4-yl]-pyridin-4-yl-amine). RXN SMILES: Cl[C:2]1[C:11]2[C:6](=[N:7][CH:8]=[CH:9][CH:10]=2)[N:5]=[C:4]([C:12]2[CH:17]=[CH:16][CH:15]=[CH:14][C:13]=2[F:18])[CH:3]=1.[NH2:19][C:20]1[CH:25]=[CH:24][N:23]=[CH:22][CH:21]=1.O1CCOCC1>O>[F:18][C:13]1[CH:14]=[CH:15][CH:16]=[CH:17][C:12]=1[C:4]1[CH:3]=[C:2]([NH:19][C:20]2[CH:25]=[CH:24][N:23]=[CH:22][CH:21]=2)[C:11]2[C:6](=[N:7][CH:8]=[CH:9][CH:10]=2)[N:5]=1. Reported procedure: To a suspension of 259 mg (1.00 mmol) 4-chloro-2-(2-fluorophenyl)-[1,8]naphthyridine and 104 mg (1.10 mmol) 4-aminopyridine in 5 ml dioxane 236 mg (2.10 mmol) potassium tert.-butylate were added, the mixture heated to 80° C. and kept at this temperature for 1 hr. After cooling to ambient temperature water was added to the reaction mixture. The precipitate formed was filtered off, washed with water and dried in vacuum. This yielded [2-(2-fluoro-phenyl)-[1,8]naphthyridin-4-yl]-pyridin-4-yl-amine a... The reactants are BrC=1C(=C(C2=CC=CC=C2C1OC)OC)/C=C(/C(=O)OCC)\C (Ethyl (E)-3-(3-bromo-1,4-dimethoxynaphthalen-2-yl)-2-methylpropenoate), COC1=C(C=C(C2=CC=CC=C12)OC)/C=C(/C(=O)O)\C ((E)-3-(1,4-dimethoxynaphthalen-2-yl)-2-methylpropenoic acid), product, Et2O hexanes. The product is BrC=1C(=C(C2=CC=CC=C2C1OC)OC)/C=C(/C(=O)O)\C ((E)-3-(3-bromo-1,4-dimethoxynaphthalen-2-yl)-2-methylpropenoic acid). Reaction SMILES: [Br:1][C:2]1[C:3](/[CH:16]=[C:17](\[CH3:23])/[C:18]([O:20]CC)=[O:19])=[C:4]([O:14][CH3:15])[C:5]2[C:10]([C:11]=1[O:12][CH3:13])=[CH:9][CH:8]=[CH:7][CH:6]=2.COC1C2C(=CC=CC=2)C(OC)=CC=1/C=C(\C)/C(O)=O>>[Br:1][C:2]1[C:3](/[CH:16]=[C:17](\[CH3:23])/[C:18]([OH:20])=[O:19])=[C:4]([O:14][CH3:15])[C:5]2[C:10]([C:11]=1[O:12][CH3:13])=[CH:9][CH:8]=[CH:7][CH:6]=2. Procedure: Compound 99e was prepared from 98e (0.314 g, 0.828 mmol) as described above for 29a to give 0.291 g (0.829 mmol, 100%) of the product as a white solid following recrystallization from Et2O/hexanes. Starting materials: ( 5 ), IC (Iodomethane), FC=1C=C(C=CC1N1N=CN=C1C)NC(=S)N (1-(3-fluoro-4-(5-methyl-1H-1,2,4-triazol-1-yl)phenyl)thiourea). The solvent is C(C)O (ethanol). Run at temperature 70 celsius. Yields the product I.FC=1C=C(C=CC1N1N=CN=C1C)NC(=N)SC (methyl 3-fluoro-4-(5-methyl-1H-1,2,4-triazol-1-yl)phenylcarbamimidothioate, hydroiodide). Isolated yield 95.8%. Reaction SMILES: [I:1][CH3:2].[F:3][C:4]1[CH:5]=[C:6]([NH:16][C:17]([NH2:19])=[S:18])[CH:7]=[CH:8][C:9]=1[N:10]1[C:14]([CH3:15])=[N:13][CH:12]=[N:11]1>C(O)C>[IH:1].[F:3][C:4]1[CH:5]=[C:6]([NH:16][C:17]([S:18][CH3:2])=[NH:19])[CH:7]=[CH:8][C:9]=1[N:10]1[C:14]([CH3:15])=[N:13][CH:12]=[N:11]1 |f:3.4|. Reported procedure: Step C (5) [79643-051]: Iodomethane (0.835 mL, 13.4 mmol) was added to a solution of 1-(3-fluoro-4-(5-methyl-1H-1,2,4-triazol-1-yl)phenyl)thiourea (3.21 g, 12.8 mmol) in absolute ethanol (100 mL). The resulting mixture was heated at 70° C. for 3 h. After cooling to rt, the reaction was concentrated in vacuo. The residual volatiles were removed under high vacuum to afford methyl 3-fluoro-4-(5-methyl-1H-1,2,4-triazol-1-yl)phenylcarbamimidothioate, hydroiodide (4.82 g, 96% yield) as a white solid. ...